Task: describe an organic reaction: reactants, conditions, products, and yield. Dataset: the Open Reaction Database (ORD), a public repository of structured organic reaction records Reactants: solid, Cl.Cl.Cl.O1CCC=2C1=C(N=CC2)N2CCN(CC2)CC[C@@H]2CC[C@H](CC2)N (trans-4-{2-[4-(2,3-dihydro-furo[2,3-c]pyridin-7-yl)-piperazin-1-yl]-ethyl}-cyclohexylamine trihydrochloride), Cl.Cl.Cl.O1CCC=2C1=C(N=CC2)N2CCN(CC2)CC[C@@H]2CC[C@H](CC2)N (trans-4-{2-[4-(2,3-dihydro-furo[2,3-c]pyridin-7-yl)-piperazin-1-yl]-ethyl}-cyclohexylamine trihydrochloride), ClC1=CC=C(C(=O)O)C=C1 (4-chloro-benzoic acid). Product: ClC1=CC=C(C(=O)N[C@@H]2CC[C@H](CC2)CCN2CCN(CC2)C=2N=CC=C3C2OCC3)C=C1 (trans-4-Chloro-N-(4-{2-[4-(2,3-dihydro-furo[2,3-c]pyridin-7-yl)-piperazin-1-yl]-ethyl}-cyclohexyl)-benzamide). Reaction SMILES: Cl.Cl.Cl.[O:4]1[C:8]2=[C:9]([N:13]3[CH2:18][CH2:17][N:16]([CH2:19][CH2:20][C@H:21]4[CH2:26][CH2:25][C@H:24]([NH2:27])[CH2:23][CH2:22]4)[CH2:15][CH2:14]3)[N:10]=[CH:11][CH:12]=[C:7]2[CH2:6][CH2:5]1.[Cl:28][C:29]1[CH:37]=[CH:36][C:32]([C:33](O)=[O:34])=[CH:31][CH:30]=1>>[Cl:28][C:29]1[CH:37]=[CH:36][C:32]([C:33]([NH:27][C@H:24]2[CH2:25][CH2:26][C@H:21]([CH2:20][CH2:19][N:16]3[CH2:17][CH2:18][N:13]([C:9]4[N:10]=[CH:11][CH:12]=[C:7]5[CH2:6][CH2:5][O:4][C:8]=45)[CH2:14][CH2:15]3)[CH2:22][CH2:23]2)=[O:34])=[CH:31][CH:30]=1 |f:0.1.2.3|. Reported procedure: The title compound, white solid (111 mg, 95%), MS (ISP) m/z=469.4 [(M+H)+], mp 251.5° C., was prepared in accordance with the general method of example 6 from trans-4-{2-[4-(2,3-dihydro-furo[2,3-c]pyridin-7-yl)-piperazin-1-yl]-ethyl}-cyclohexylamine trihydrochloride (intermediate B) (110 mg, 0.25 mmol) and 4-chloro-benzoic acid.